From a dataset of the Open Reaction Database (ORD), a public repository of structured organic reaction records. describe an organic reaction: reactants, conditions, products, and yield Procedure: Prepared according to the procedure described in Example 110, Step 3, using 2-benzylamino-2-[5-(4-bromo-phenyl)-3-methyl-isoxazol-4-yl]-ethanol and 1-[4-(4,4,5,5-tetramethyl-[1,3,2]dioxaborolan-2-yl)-phenyl]-cyclopropanecarboxylic acid ethyl ester. Yields the product C(C)OC(=O)C1(CC1)C1=CC=C(C=C1)C1=CC=C(C=C1)C1=C(C(=NO1)C)C(CO)NCC1=CC=CC=C1 (1-{4′-[4-(1-Benzylamino-2-hydroxy-ethyl)-3-methyl-isoxazol-5-yl]-biphenyl-4-yl}-cyclopropanecarboxylic acid ethyl ester). Reaction SMILES: [CH2:1]([NH:8][CH:9]([C:12]1[C:13]([CH3:24])=[N:14][O:15][C:16]=1[C:17]1[CH:22]=[CH:21][C:20](Br)=[CH:19][CH:18]=1)[CH2:10][OH:11])[C:2]1[CH:7]=[CH:6][CH:5]=[CH:4][CH:3]=1.[CH2:25]([O:27][C:28]([C:30]1([C:33]2[CH:38]=[CH:37][C:36](B3OC(C)(C)C(C)(C)O3)=[CH:35][CH:34]=2)[CH2:32][CH2:31]1)=[O:29])[CH3:26]>>[CH2:25]([O:27][C:28]([C:30]1([C:33]2[CH:38]=[CH:37][C:36]([C:20]3[CH:21]=[CH:22][C:17]([C:16]4[O:15][N:14]=[C:13]([CH3:24])[C:12]=4[CH:9]([NH:8][CH2:1][C:2]4[CH:7]=[CH:6][CH:5]=[CH:4][CH:3]=4)[CH2:10][OH:11])=[CH:18][CH:19]=3)=[CH:35][CH:34]=2)[CH2:31][CH2:32]1)=[O:29])[CH3:26]. The reactants are C(C1=CC=CC=C1)NC(CO)C=1C(=NOC1C1=CC=C(C=C1)Br)C (2-benzylamino-2-[5-(4-bromo-phenyl)-3-methyl-isoxazol-4-yl]-ethanol), C(C)OC(=O)C1(CC1)C1=CC=C(C=C1)B1OC(C(O1)(C)C)(C)C (1-[4-(4,4,5,5-tetramethyl-[1,3,2]dioxaborolan-2-yl)-phenyl]-cyclopropanecarboxylic acid ethyl ester). Reactants: [N+](=O)([O-])C1=CC=C(C(=O)OC[C@@H]2[C@H](C[C@@H](O2)N2C=NC=3C(NC(COC4=CC=CC=C4)=O)=NC=NC23)O)C=C1 (5′-O-p-Nitrobenzoyl-6-N-phenoxyacetyldeoxyadenosine), ClCCl.C(C)#N (dichloromethane acetonitrile), C(C)(C)N(C(C)C)P(OCCC#N)N(C(C)C)C(C)C (bisdiisopropylaminocyanoethoxyphosphine), N1N=NN=[C-]1.C(C)(C)[NH2+]C(C)C (diisopropylammonium tetrazolide). Run in ClCCl (dichloromethane). Run at time 2 hour. The product is [C@@H]1(C[C@H](O)[C@@H](CO)O1)N1C=NC=2C(N)=NC=NC12 (Deoxyadenosine). RXN SMILES: [N+](C1C=CC(C([O:10][CH2:11][C@H:12]2[O:16][C@@H:15]([N:17]3[C:36]4[N:35]=[CH:34][N:33]=[C:21]([NH:22]C(=O)COC5C=CC=CC=5)[C:20]=4[N:19]=[CH:18]3)[CH2:14][C@@H:13]2[OH:37])=O)=CC=1)([O-])=O.ClCCl.C(#N)C.C(N(P(N(C(C)C)C(C)C)OCCC#N)C(C)C)(C)C.N1[C-]=NN=N1.C([NH2+]C(C)C)(C)C>ClCCl>[C@@H:15]1([N:17]2[C:36]3[N:35]=[CH:34][N:33]=[C:21]([NH2:22])[C:20]=3[N:19]=[CH:18]2)[O:16][C@H:12]([CH2:11][OH:10])[C@@H:13]([OH:37])[CH2:14]1 |f:1.2,4.5|. Procedure: 5′-O-p-Nitrobenzoyl-6-N-phenoxyacetyldeoxyadenosine (1 eq) is dried in a dichloromethane/acetonitrile mixture and reacted with 1.2 eq of bisdiisopropylaminocyanoethoxyphosphine and 0.5 eq of diisopropylammonium tetrazolide in anhydrous dichloromethane. After reacting for 2 hours, the reaction mixture is diluted and washed successively with 0.5 M sodium bicarbonate and saturated sodium chloride. The organic phase is evaporated to dryness. After precipitation in hexane, the product is dried under ... Reactants: CCN=C=O, CC#N, NCC1CC(n2cc(-c3cccc(OCc4ccccc4)c3)c3c(N)ncnc32)C1. The product is CCNC(=O)NCC1CC(n2cc(-c3cccc(OCc4ccccc4)c3)c3c(N)ncnc32)C1. RXN SMILES: [CH2:31]([CH3:32])[N:33]=[C:34]=[O:35].[CH3:36][C:37]#[N:38].[NH2:1][CH2:2][CH:3]1[CH2:4][CH:5]([n:7]2[cH:8][c:9](-[c:17]3[cH:18][c:19]([O:23][CH2:24][c:25]4[cH:26][cH:27][cH:28][cH:29][cH:30]4)[cH:20][cH:21][cH:22]3)[c:10]3[c:11]2[n:12][cH:13][n:14][c:15]3[NH2:16])[CH2:6]1>>[NH:1]([CH2:2][CH:3]1[CH2:4][CH:5]([n:7]2[cH:8][c:9](-[c:17]3[cH:18][c:19]([O:23][CH2:24][c:25]4[cH:26][cH:27][cH:28][cH:29][cH:30]4)[cH:20][cH:21][cH:22]3)[c:10]3[c:11]2[n:12][cH:13][n:14][c:15]3[NH2:16])[CH2:6]1)[C:34]([NH:33][CH2:31][CH3:32])=[O:35]. Reactants: CCOC(C)=O, CCCCCC, COC(=O)c1cc(Cn2ccnn2)ccc1OC, [Li+], [OH-], O, O=C(O)CC(O)(CC(=O)O)C(=O)O. Yields the product COc1ccc(Cn2ccnn2)cc1C(=O)O. As a reaction SMILES: [C:25]([O:26][CH2:27][CH3:28])(=[O:29])[CH3:30].[CH3:19][CH2:20][CH2:21][CH2:22][CH2:23][CH3:24].[CH3:1][O:2][c:3]1[c:4]([C:5](=[O:6])[O:7][CH3:8])[cH:9][c:10]([CH2:13][n:14]2[n:15][n:16][cH:17][cH:18]2)[cH:11][cH:12]1.[Li+:31].[OH-:32].[OH2:46].[OH:33][C:34]([CH2:35][C:36]([C:37](=[O:38])[OH:39])([CH2:40][C:41](=[O:42])[OH:43])[OH:44])=[O:45]>>[CH3:1][O:2][c:3]1[c:4]([C:5](=[O:6])[OH:7])[cH:9][c:10]([CH2:13][n:14]2[n:15][n:16][cH:17][cH:18]2)[cH:11][cH:12]1. Reactants: ClC1=CC(=NC(=N1)N[C@@H](C)C1=CC=C(C=C1)F)N1CC(CC1)O (1-{6-chloro-2-[(S)-1-(4-fluorophenyl)ethylamino]pyrimidin-4-yl}pyrrolidin-3-ol), NC1=NC=CN=C1 (2-aminopyrazine), 4,5-bis(diphenylphosphino)-9,9′-dimethylxanthene, P(=O)([O-])([O-])[O-].[K+].[K+].[K+] (tripotassium phosphate). The reagents and catalysts are C=1C=CC(=CC1)/C=C/C(=O)/C=C/C2=CC=CC=C2.C=1C=CC(=CC1)/C=C/C(=O)/C=C/C2=CC=CC=C2.C=1C=CC(=CC1)/C=C/C(=O)/C=C/C2=CC=CC=C2.[Pd].[Pd] (tris(dibenzylideneacetone)dipalladium). The solvent is O1CCOCC1 (1,4-dioxane). Run at temperature 100 celsius, time 2.5 hour. The product is FC1=CC=C(C=C1)[C@H](C)NC1=NC(=CC(=N1)N1CC(CC1)O)NC1=NC=CN=C1 (1-{2-[(S)-1-(4-fluorophenyl)ethylamino]-6-(pyrazin-2-ylamino)pyrimidin-4-yl}pyrrolidine-3-ol). The yield is 33.6%. As a reaction SMILES: Cl[C:2]1[N:7]=[C:6]([NH:8][C@H:9]([C:11]2[CH:16]=[CH:15][C:14]([F:17])=[CH:13][CH:12]=2)[CH3:10])[N:5]=[C:4]([N:18]2[CH2:22][CH2:21][CH:20]([OH:23])[CH2:19]2)[CH:3]=1.[NH2:24][C:25]1[CH:30]=[N:29][CH:28]=[CH:27][N:26]=1.P([O-])([O-])([O-])=O.[K+].[K+].[K+]>C1C=CC(/C=C/C(/C=C/C2C=CC=CC=2)=O)=CC=1.C1C=CC(/C=C/C(/C=C/C2C=CC=CC=2)=O)=CC=1.C1C=CC(/C=C/C(/C=C/C2C=CC=CC=2)=O)=CC=1.[Pd].[Pd].O1CCOCC1>[F:17][C:14]1[CH:15]=[CH:16][C:11]([C@@H:9]([NH:8][C:6]2[N:5]=[C:4]([N:18]3[CH2:22][CH2:21][CH:20]([OH:23])[CH2:19]3)[CH:3]=[C:2]([NH:24][C:25]3[CH:30]=[N:29][CH:28]=[CH:27][N:26]=3)[N:7]=2)[CH3:10])=[CH:12][CH:13]=1 |f:2.3.4.5,6.7.8.9.10|. Procedure: 119 mg of 1-{6-chloro-2-[(S)-1-(4-fluorophenyl)ethylamino]pyrimidin-4-yl}pyrrolidin-3-ol, 40 mg of 2-aminopyrazine, 20 mg of 4,5-bis(diphenylphosphino)-9,9′-dimethylxanthene, 150 mg of tripotassium phosphate and 19 mg of tris(dibenzylideneacetone)dipalladium were added in turn to 3 ml of degassed 1,4-dioxane, and the mixture was stirred at 100° C. for 2.5 hours under argon atmosphere. The reaction mixture was filtrated to remove precipitates, and the filtrate was concentrated under reduced press... The reactants are C1CCOC1, O=C(CCCc1ccccc1)C1CCN(Cc2ccccc2)CC1, CC(C)(C)[O-], COC=O, [K+], O. The product is O=CC(CCc1ccccc1)C(=O)C1CCN(Cc2ccccc2)CC1. Reaction SMILES: [CH2:36]1[O:37][CH2:38][CH2:39][CH2:40]1.[CH2:7]([c:8]1[cH:9][cH:10][cH:11][cH:12][cH:13]1)[N:14]1[CH2:15][CH2:16][CH:17]([C:20]([CH2:21][CH2:22][CH2:23][c:24]2[cH:25][cH:26][cH:27][cH:28][cH:29]2)=[O:30])[CH2:18][CH2:19]1.[CH3:1][C:2]([CH3:3])([O-:4])[CH3:5].[CH:31]([O:32][CH3:33])=[O:34].[K+:6].[OH2:35]>>[CH:2](=[O:4])[CH:21]([C:20]([CH:17]1[CH2:16][CH2:15][N:14]([CH2:7][c:8]2[cH:9][cH:10][cH:11][cH:12][cH:13]2)[CH2:19][CH2:18]1)=[O:30])[CH2:22][CH2:23][c:24]1[cH:25][cH:26][cH:27][cH:28][cH:29]1.